This data is from the Open Reaction Database (ORD), a public repository of structured organic reaction records. The task is: describe an organic reaction: reactants, conditions, products, and yield Procedure: Prepared as described for 5-(benzylsulfanyl)-3-hydroxypyridin-2(1H)-one (Example 12) from 3-(methoxymethoxy)-1-(methoxymethyl)-5-{[(3-methylpyridin-2-yl)methyl]sulfanyl}pyridin-2(1H)-one (Intermediate 19). Yields the product OC=1C(NC=C(C1)SCC1=NC=CC=C1C)=O (3-Hydroxy-5-{[(3-methylpyridin-2-yl)methyl]sulfanyl}pyridin-2(1H)-one). As a reaction SMILES: C(SC1C=C(O)C(=O)NC=1)C1C=CC=CC=1.COC[O:20][C:21]1[C:22](=[O:39])[N:23](COC)[CH:24]=[C:25]([S:27][CH2:28][C:29]2[C:34]([CH3:35])=[CH:33][CH:32]=[CH:31][N:30]=2)[CH:26]=1>>[OH:20][C:21]1[C:22](=[O:39])[NH:23][CH:24]=[C:25]([S:27][CH2:28][C:29]2[C:34]([CH3:35])=[CH:33][CH:32]=[CH:31][N:30]=2)[CH:26]=1. Starting materials: C(C1=CC=CC=C1)SC=1C=C(C(NC1)=O)O (5-(benzylsulfanyl)-3-hydroxypyridin-2(1H)-one), COCOC=1C(N(C=C(C1)SCC1=NC=CC=C1C)COC)=O (3-(methoxymethoxy)-1-(methoxymethyl)-5-{[(3-methylpyridin-2-yl)methyl]sulfanyl}pyridin-2(1H)-one), COCOC=1C(N(C=C(C1)SCC1=NC=CC=C1C)COC)=O (3-(methoxymethoxy)-1-(methoxymethyl)-5-{[(3-methylpyridin-2-yl)methyl]sulfanyl}pyridin-2(1H)-one). The reactants are O (water), BrC=1C(NC(NC1)=O)=O (5-bromouracil), C([O-])([O-])=O.[K+].[K+] (potassium carbonate), C(C1=CC=CC=C1)Br (benzyl bromide). The solvent is CN(C=O)C (N,N-dimethylformamide). Run at time 72 hour. Product: C(C1=CC=CC=C1)N1C(NC(C(=C1)Br)=O)=O (1-benzyl-5-bromo-1H-pyrimidine-2,4-dione). Reaction SMILES: [Br:1][C:2]1[C:3](=[O:9])[NH:4][C:5](=[O:8])[NH:6][CH:7]=1.C(=O)([O-])[O-].[K+].[K+].[CH2:16](Br)[C:17]1[CH:22]=[CH:21][CH:20]=[CH:19][CH:18]=1.O>CN(C)C=O>[CH2:16]([N:6]1[CH:7]=[C:2]([Br:1])[C:3](=[O:9])[NH:4][C:5]1=[O:8])[C:17]1[CH:22]=[CH:21][CH:20]=[CH:19][CH:18]=1 |f:1.2.3|. Reported procedure: To a suspension of 5-bromouracil (5.0 g, 26 mmol) and potassium carbonate (7.2 g, 52 mmol) in N,N-dimethylformamide (25 mL) was added benzyl bromide (3.1 mL, 26 mmol) and the reaction mixture stirred 72 h. The reaction was treated with water (50 mL) and then extracted into ethyl acetate (3×75 mL). The aqueous layer was further extracted with dichloromethane (3×100 mL), the dichloromethane layers were combined, washed with water (2×50 mL), brine (1×50 mL), dried over magnesium sulfate, filtered a... Reactants: CC(=O)O, Cl, O=C(Cc1cccc(F)c1)c1cccnc1, CON. Product: NC(Cc1cccc(F)c1)c1cccnc1. As a reaction SMILES: [CH3:21][C:22](=[O:23])[OH:24].[ClH:17].[F:1][c:2]1[cH:3][c:4]([CH2:8][C:9](=[O:10])[c:11]2[cH:12][n:13][cH:14][cH:15][cH:16]2)[cH:5][cH:6][cH:7]1.[O:18]([CH3:19])[NH2:20]>>[F:1][c:2]1[cH:3][c:4]([CH2:8][CH:9]([c:11]2[cH:12][n:13][cH:14][cH:15][cH:16]2)[NH2:20])[cH:5][cH:6][cH:7]1. Starting materials: [N+](=O)([O-])C=1C=C(C(=O)O)C=C(C1)C(F)(F)F (3-Nitro-5-(trifluoromethyl)benzoic acid), O1CCCC1 (tetrahydrofuran). Solvent: CO (methanol). Conditions: temperature 0 celsius. Product: [N+](=O)([O-])C=1C=C(C=C(C1)C(F)(F)F)CO ((3-Nitro-5-(trifluoromethyl)phenyl)methanol). Reaction SMILES: [N+:1]([C:4]1[CH:5]=[C:6]([CH:10]=[C:11]([C:13]([F:16])([F:15])[F:14])[CH:12]=1)[C:7](O)=[O:8])([O-:3])=[O:2].O1CCCC1>CO>[N+:1]([C:4]1[CH:5]=[C:6]([CH2:7][OH:8])[CH:10]=[C:11]([C:13]([F:14])([F:15])[F:16])[CH:12]=1)([O-:3])=[O:2]. Procedure: 3-Nitro-5-(trifluoromethyl)benzoic acid (5.0 g, 21.2 mmol) was combined with tetrahydrofuran (43 mL) and cooled to 0° C. To this solution was added a 1 M borane tetrahydrofuran complex (42 mL, 42 mmol) cautiously over 15 min and the reaction mixture allowed to warm to room temperature overnight. The mixture was cooled to 0° C., treated with excess methanol and concentrated in vacuo to afford 4.0 g (85%) which was used without further purification. 1H-NMR (CDCl3, 300 MHz) δ 8.39 (s, 1H), 8.35 (s,... The reactants are N([C@@H](CCCCNS(=O)(=O)C1=CC=C(C)C=C1)C(=O)N[C@@H](CCC(OCC1=CC=CC=C1)=O)C(=O)OCC1=CC=CC=C1)C(=O)OCC1=CC=CC=C1 (Z-Lys(Tos)-Glu(OBzl)-OBzl), O (water). The reagents and catalysts are [Pd] (palladium black). Solvent: CO (methanol), C(C)(=O)O (acetic acid). Run at time 8 hour. The product is N[C@@H](CCCCNS(=O)(=O)C1=CC=C(C)C=C1)C(=O)N[C@@H](CCC(O)=O)C(=O)O (H-Lys(Tos)-Glu-OH). RXN SMILES: [NH:1](C(OCC1C=CC=CC=1)=O)[C@H:2]([C:18]([NH:20][C@H:21]([C:34]([O:36]CC1C=CC=CC=1)=[O:35])[CH2:22][CH2:23][C:24](=[O:33])[O:25]CC1C=CC=CC=1)=[O:19])[CH2:3][CH2:4][CH2:5][CH2:6][NH:7][S:8]([C:11]1[CH:17]=[CH:16][C:14]([CH3:15])=[CH:13][CH:12]=1)(=[O:10])=[O:9].O>CO.C(O)(=O)C.[Pd]>[NH2:1][C@H:2]([C:18]([NH:20][C@H:21]([C:34]([OH:36])=[O:35])[CH2:22][CH2:23][C:24](=[O:25])[OH:33])=[O:19])[CH2:3][CH2:4][CH2:5][CH2:6][NH:7][S:8]([C:11]1[CH:17]=[CH:16][C:14]([CH3:15])=[CH:13][CH:12]=1)(=[O:9])=[O:10]. Procedure details: 5.21 Grams of Z-Lys(Tos)-Glu(OBzl)-OBzl was dissolved in a mixture of 80 ml of methanol with 20 ml of 10% acetic acid, and a small amount of palladium black was added thereto and stirred overnight under introducing hydrogen gas. After the reaction was completed, the catalyst was removed by vacuum filtration, and the filtrate was distilled under a reduced pressure to obtain the rresidue. To the residue was poured water and was lyophilized to obtain the desired product. Reactants: C(C)(C)(C)OC(=O)N1CCN(CC1)C1=CC(=CC=C1)O (4-(3-hydroxy-phenyl)-piperazine-1-carboxylic acid tert-butyl ester), C(C)(C)(C)OC(=O)N1CCN(CC1)C1=CC=C(C=C1)OCCCCl (4-[4-(3-chloro-propoxy)-phenyl]-piperazine-1-carboxylic acid tert-butyl ester). Yields the product C(C)(C)(C)OC(=O)N1CCN(CC1)C1=CC(=CC=C1)OCCCCl (4-[3-(3-Chloro-propoxy)-phenyl]-piperazine-1-carboxylic acid tert-butyl ester). Reaction SMILES: [C:1]([O:5][C:6]([N:8]1[CH2:13][CH2:12][N:11]([C:14]2[CH:19]=[CH:18][CH:17]=[C:16]([OH:20])[CH:15]=2)[CH2:10][CH2:9]1)=[O:7])([CH3:4])([CH3:3])[CH3:2].C(OC(N1CCN(C2C=CC(O[CH2:41][CH2:42][CH2:43][Cl:44])=CC=2)CC1)=O)(C)(C)C>>[C:1]([O:5][C:6]([N:8]1[CH2:13][CH2:12][N:11]([C:14]2[CH:19]=[CH:18][CH:17]=[C:16]([O:20][CH2:41][CH2:42][CH2:43][Cl:44])[CH:15]=2)[CH2:10][CH2:9]1)=[O:7])([CH3:4])([CH3:2])[CH3:3]. Procedure: Prepared from 4-(3-hydroxy-phenyl)-piperazine-1-carboxylic acid tert-butyl ester (D12) using the same method described in Description 9 (D9). Starting materials: ClC(=O)OC1=C(C=CC=C1)OC (2-(methoxy)phenyl chloroformate), C(C#C)C1CCN(CC1)C(=O)OC(C)(C)C (tert-butyl 4-(prop-2-ynyl)piperidine-1-carboxylate). Yields the product C(C#C)C1CCN(CC1)C(=O)OC1=C(C=CC=C1)OC (2-(methoxy)phenyl 4-(prop-2-ynyl)piperidine-1-carboxylate). RXN SMILES: Cl[C:2]([O:4][C:5]1[CH:10]=[CH:9][CH:8]=[CH:7][C:6]=1[O:11][CH3:12])=[O:3].[CH2:13]([CH:16]1[CH2:21][CH2:20][N:19](C(OC(C)(C)C)=O)[CH2:18][CH2:17]1)[C:14]#[CH:15]>>[CH2:13]([CH:16]1[CH2:21][CH2:20][N:19]([C:2]([O:4][C:5]2[CH:10]=[CH:9][CH:8]=[CH:7][C:6]=2[O:11][CH3:12])=[O:3])[CH2:18][CH2:17]1)[C:14]#[CH:15]. Procedure: 2-(methoxy)phenyl chloroformate (5.00 g, 26.8 mmol) was added to a solution of tert-butyl 4-(prop-2-ynyl)piperidine-1-carboxylate (4.60 g, 20.6 mmol) according to general procedure 1. Yield=5.03 g, 89%. m/z MH+=274.04. HPLC rt=8.7 min. Starting materials: FC(C(=O)O)(F)F (trifluoroacetic acid), C(C1=CC=CC=C1)N1N=C(C2=CC=C(C=C12)Cl)C=1N=C2C(=NC1)N(C=C2C(=O)NC(C)C)COCC[Si](C)(C)C (2-(1-Benzyl-6-chloro-1H-indazol-3-yl)-N-isopropyl-5-((2-(trimethylsilyl)ethoxy)methyl)-5H-pyrrolo[2,3-b]pyrazine-7-carboxamide), C(CN)N (ethylenediamine). Run in ClCCl (dichloromethane). Conditions: time 4 hour. Product: C(C1=CC=CC=C1)N1N=C(C2=CC=C(C=C12)Cl)C=1N=C2C(=NC1)NC=C2C(=O)NC(C)C (2-(1-benzyl-6-chloro-1H-indazol-3-yl)-N-isopropyl-5H-pyrrolo[2,3-b]pyrazine-7-carboxamide). The yield is 115.9%. Reaction SMILES: [CH2:1]([N:8]1[C:16]2[C:11](=[CH:12][CH:13]=[C:14]([Cl:17])[CH:15]=2)[C:10]([C:18]2[N:19]=[C:20]3[C:26]([C:27]([NH:29][CH:30]([CH3:32])[CH3:31])=[O:28])=[CH:25][N:24](COCC[Si](C)(C)C)[C:21]3=[N:22][CH:23]=2)=[N:9]1)[C:2]1[CH:7]=[CH:6][CH:5]=[CH:4][CH:3]=1.FC(F)(F)C(O)=O.C(N)CN>ClCCl>[CH2:1]([N:8]1[C:16]2[C:11](=[CH:12][CH:13]=[C:14]([Cl:17])[CH:15]=2)[C:10]([C:18]2[N:19]=[C:20]3[C:26]([C:27]([NH:29][CH:30]([CH3:32])[CH3:31])=[O:28])=[CH:25][NH:24][C:21]3=[N:22][CH:23]=2)=[N:9]1)[C:2]1[CH:7]=[CH:6][CH:5]=[CH:4][CH:3]=1. Reported procedure: 2-(1-Benzyl-6-chloro-1H-indazol-3-yl)-N-isopropyl-5-((2-(trimethylsilyl)ethoxy)methyl)-5H-pyrrolo[2,3-b]pyrazine-7-carboxamide (87 mg, 151 μmol) was dissolved in dichloromethane (25 mL) and to this was added trifluoroacetic acid (1.72 g, 1.17 mL, 15.1 mmol). The mixture was stirred for 4 h then concentrated in vacuo. The residue was diluted in dichloromethane and re-concentrated again, then suspended in dichloromethane and ethylenediamine (682 mg, 0.766 mL, 11.3 mmol) added. The mixture was stir... The reactants are CCOC(C)=O, Cl, CC(C)(C)OC(=O)NCCCCCCCCCCCCI. Yields the product Cl, NCCCCCCCCCCCCI. As a reaction SMILES: [CH3:23][CH2:24][O:25][C:26](=[O:27])[CH3:28].[ClH:22].[I:1][CH2:2][CH2:3][CH2:4][CH2:5][CH2:6][CH2:7][CH2:8][CH2:9][CH2:10][CH2:11][CH2:12][CH2:13][NH:14][C:15](=[O:16])[O:17][C:18]([CH3:19])([CH3:20])[CH3:21]>>[ClH:22].[I:1][CH2:2][CH2:3][CH2:4][CH2:5][CH2:6][CH2:7][CH2:8][CH2:9][CH2:10][CH2:11][CH2:12][CH2:13][NH2:14]. Starting materials: CCN(CCc1ccc(O)cc1)c1ccccc1C1CCc2cc(OC)ccc2C1, CCN(CCc1ccc(OCCN2CCCC2)cc1)c1ccccc1C1CCc2cc(OC)ccc2C1, ClCCN1CCCC1, Cl. Yields the product CCN(CCc1ccc(OCCN2CCCC2)cc1)c1ccccc1C1CCc2cc(O)ccc2C1. As a reaction SMILES: [CH2:1]([N:2]([c:3]1[cH:4][cH:5][cH:6][cH:7][c:8]1[CH:9]1[CH2:10][CH2:11][c:12]2[c:13]([cH:14][cH:15][c:16]([O:17][CH3:18])[cH:19]2)[CH2:20]1)[CH2:21][CH2:22][c:23]1[cH:24][cH:25][c:26]([OH:27])[cH:28][cH:29]1)[CH3:30].[CH2:40]([CH3:41])[N:42]([CH2:43][CH2:44][c:45]1[cH:46][cH:47][c:48]([O:51][CH2:52][CH2:53][N:54]2[CH2:55][CH2:56][CH2:57][CH2:58]2)[cH:49][cH:50]1)[c:59]1[c:60]([CH:65]2[CH2:66][c:67]3[cH:68][cH:69][c:70]([O:75][CH3:76])[cH:71][c:72]3[CH2:73][CH2:74]2)[cH:61][cH:62][cH:63][cH:64]1.[Cl:32][CH2:33][CH2:34][N:35]1[CH2:36][CH2:37][CH2:38][CH2:39]1.[ClH:31]>>[CH2:40]([CH3:41])[N:42]([CH2:43][CH2:44][c:45]1[cH:46][cH:47][c:48]([O:51][CH2:52][CH2:53][N:54]2[CH2:55][CH2:56][CH2:57][CH2:58]2)[cH:49][cH:50]1)[c:59]1[c:60]([CH:65]2[CH2:66][c:67]3[cH:68][cH:69][c:70]([OH:75])[cH:71][c:72]3[CH2:73][CH2:74]2)[cH:61][cH:62][cH:63][cH:64]1.